This data is from the Open Reaction Database (ORD), a public repository of structured organic reaction records. The task is: describe an organic reaction: reactants, conditions, products, and yield Reactants: COC=1C=C(C=CC1)N=C=O (3-methoxyphenyl isocyanate), COC=1C=C2C(=NC=NC2=CC1OC)NC=1SC2=C(N1)C=CC(=C2)N (N2-(6,7-dimethoxyquinazolin-4-yl)benzothiazole-2,6-diamine). Run in O (water). Yields the product COC=1C=C2C(=NC=NC2=CC1OC)NC=1SC2=C(N1)C=CC(=C2)NC(=O)NC2=CC(=CC=C2)OC (1-[2-(6,7-Dimethoxyquinazolin-4-ylamino)benzothiazol-6-yl]-3-(3-methoxyphenyl)urea), solid. Yield: 46.9%. As a reaction SMILES: [CH3:1][O:2][C:3]1[CH:4]=[C:5]([N:9]=[C:10]=[O:11])[CH:6]=[CH:7][CH:8]=1.[CH3:12][O:13][C:14]1[CH:15]=[C:16]2[C:21](=[CH:22][C:23]=1[O:24][CH3:25])[N:20]=[CH:19][N:18]=[C:17]2[NH:26][C:27]1[S:28][C:29]2[CH:35]=[C:34]([NH2:36])[CH:33]=[CH:32][C:30]=2[N:31]=1>O>[CH3:12][O:13][C:14]1[CH:15]=[C:16]2[C:21](=[CH:22][C:23]=1[O:24][CH3:25])[N:20]=[CH:19][N:18]=[C:17]2[NH:26][C:27]1[S:28][C:29]2[CH:35]=[C:34]([NH:36][C:10]([NH:9][C:5]3[CH:6]=[CH:7][CH:8]=[C:3]([O:2][CH3:1])[CH:4]=3)=[O:11])[CH:33]=[CH:32][C:30]=2[N:31]=1. Reported procedure: 1-[2-(6,7-Dimethoxyquinazolin-4-ylamino)benzothiazol-6-yl]-3-(3-methoxyphenyl)urea was prepared from 3-methoxyphenyl isocyanate (15 μL, 0.113 mmol) and N2-(6,7-dimethoxyquinazolin-4-yl)benzothiazole-2,6-diamine (40 mg, 0.113 mmol) according to GP 3. The mixture was poured into water (20 mL) and the resulting precipitate was purified by pTLC (dichloromethane:methanol=9:1) to obtain a yellow solid (26 mg, 53 μmol, 46%). LC/ESI-MS: m/z=503 [M+H]+; m/z=501 [M−H]−; Rt=3.12 min. Reactants: [OH-].[Na+] (sodium hydroxide), C1(=CCCC1)C=1C=C(C(=O)OCC)C=CC1 (Ethyl 3-cyclopenten-1-ylbenzoate), [H-].[H-].[H-].[H-].[Li+].[Al+3] (LiAlH4). Run in CCOCC (ether), C(C)OCC (ethyl ether). Conditions: time 8 hour. Yields the product C1(=CCCC1)C=1C=C(C=CC1)CO ((3-Cyclopenten-1-ylphenyl)methanol). Yield: 64.6%. Reaction SMILES: [C:1]1([C:6]2[CH:7]=[C:8]([CH:14]=[CH:15][CH:16]=2)[C:9](OCC)=[O:10])[CH2:5][CH2:4][CH2:3][CH:2]=1.[H-].[H-].[H-].[H-].[Li+].[Al+3].[OH-].[Na+]>CCOCC>[C:1]1([C:6]2[CH:7]=[C:8]([CH2:9][OH:10])[CH:14]=[CH:15][CH:16]=2)[CH2:5][CH2:4][CH2:3][CH:2]=1 |f:1.2.3.4.5.6,7.8|. Procedure details: A solution of ethyl 3-cyclopent-1-ylbenzoate (4a) (2.5 g, 12 mmol) in ether (25 ml) is added dropwise to a suspension at 0° C. of LiAlH4 (0.57 g, 15 mmol) in ethyl ether (30 ml). The mixture is stirred overnight at room temperature. The reaction mixture is cooled to 0° C. and then 4.1 ml of a 10% aqueous sodium hydroxide solution are added dropwise. The white precipitate formed is filtered under vacuum, the solid washed with ether and then the filtrate concentrated under reduced pressure. The re... Reactants: CC1(C)CCNCC1, ClCC1CO1. Product: CC1(C)CCN(CC2CO2)CC1. Reaction SMILES: [CH3:6][C:7]1([CH3:13])[CH2:8][CH2:9][NH:10][CH2:11][CH2:12]1.[CH:1]1([CH2:2][Cl:3])[CH2:4][O:5]1>>[CH:1]1([CH2:2][N:10]2[CH2:9][CH2:8][C:7]([CH3:6])([CH3:13])[CH2:12][CH2:11]2)[CH2:4][O:5]1.